Dataset: the Open Reaction Database (ORD), a public repository of structured organic reaction records. Task: describe an organic reaction: reactants, conditions, products, and yield Reported procedure: Prepared analogously to Example 47 from 1-(2-piperidino-phenyl)-4-penten-1-yl-amine and 3-ethoxy-4-ethoxycarbonyl-phenylacetic acid. RXN SMILES: [N:1]1([C:7]2[CH:12]=[CH:11][CH:10]=[CH:9][C:8]=2[CH:13]([NH2:18])[CH2:14][CH2:15][CH:16]=[CH2:17])[CH2:6][CH2:5][CH2:4][CH2:3][CH2:2]1.[CH2:19]([O:21][C:22]1[CH:23]=[C:24]([CH2:33][C:34](O)=[O:35])[CH:25]=[CH:26][C:27]=1[C:28]([O:30][CH2:31][CH3:32])=[O:29])[CH3:20]>>[CH2:19]([O:21][C:22]1[CH:23]=[C:24]([CH2:33][C:34]([NH:18][CH:13]([C:8]2[CH:9]=[CH:10][CH:11]=[CH:12][C:7]=2[N:1]2[CH2:6][CH2:5][CH2:4][CH2:3][CH2:2]2)[CH2:14][CH2:15][CH:16]=[CH2:17])=[O:35])[CH:25]=[CH:26][C:27]=1[C:28]([O:30][CH2:31][CH3:32])=[O:29])[CH3:20]. Yields the product C(C)OC1=C(C(=O)OCC)C=CC(=C1)CC(=O)NC(CCC=C)C1=C(C=CC=C1)N1CCCCC1 (Ethyl 2-ethoxy-4-[N-(1-(2-piperidino-phenyl)-4-penten-1-yl)-aminocarbonylmethyl]-benzoate). The reactants are N1(CCCCC1)C1=C(C=CC=C1)C(CCC=C)N (1-(2-piperidino-phenyl)-4-penten-1-yl-amine), C(C)OC=1C=C(C=CC1C(=O)OCC)CC(=O)O (3-ethoxy-4-ethoxycarbonyl-phenylacetic acid). Procedure details: 8.0 g (20 mmoles) of BOC--Nva--OH.DCHA are added to a mixture of 60 ml of ether and 20 ml of 2 n aqueous sulfuric acid, and the mixture is shaken until dissolution is complete. The etheral solution is separated, washed with 20 ml of 2 n aqueous sulfuric acid and water, dried, and evaporated in vacuo. The oily residue and 3.70 g (20 mmoles) of pentafluorophenol are dissolved in 25 ml of ethyl acetate, the solution is cooled to 0° C., 3.92 g (19 mmoles) of DCC are added, and the reaction is conduc... Reaction SMILES: [CH3:1][CH2:2][CH2:3][CH:4]([NH:8][C:9]([O:11][C:12]([CH3:15])([CH3:14])[CH3:13])=[O:10])[C:5]([OH:7])=[O:6].C1CCC(NC2CCCCC2)CC1.S(=O)(=O)(O)O.[F:34][C:35]1[C:40](O)=[C:39]([F:42])[C:38]([F:43])=[C:37]([F:44])[C:36]=1[F:45].C1CCC(N=C=NC2CCCCC2)CC1>C(OCC)(=O)C.O1CCOCC1.CCOCC>[F:34][C:35]1[C:40]([O:6][C:5](=[O:7])[C@H:4]([CH2:3][CH2:2][CH3:1])[NH:8][C:9]([O:11][C:12]([CH3:14])([CH3:13])[CH3:15])=[O:10])=[C:39]([F:42])[C:38]([F:43])=[C:37]([F:44])[C:36]=1[F:45] |f:0.1|. Run at temperature 0 celsius, time 1 hour. The reactants are FC1=C(C(=C(C(=C1O)F)F)F)F (pentafluorophenol), C1CCC(CC1)N=C=NC2CCCCC2 (DCC), CCCC(C(=O)O)NC(=O)OC(C)(C)C.C1CCC(CC1)NC2CCCCC2 (BOC--Nva--OH.DCHA), 2, S(O)(O)(=O)=O (sulfuric acid). The product is FC1=C(C(=C(C(=C1OC([C@@H](NC(=O)OC(C)(C)C)CCC)=O)F)F)F)F (N-tert.-Butoxycarbonyl-L-norvaline pentafluorophenyl ester). The solvent is C(C)(=O)OCC (ethyl acetate), O1CCOCC1 (dioxane), CCOCC (ether). Reactants: N1(CCCC1)CCOC1=CC=C(C(=O)Cl)C=C1 (4-[2-(1-pyrrolidinyl)ethoxy]benzoyl chloride), C(Cl)(Cl)Cl (CHCl3), TEA, N1(CCCC1)CCOC1=CC=C(CNC=2C(=CC=CC2)N)C=C1 (N1-[4-[2-(1-pyrrolidinyl)ethoxy]-benzyl]-1,2-benzenediamine), N1=CC=CC=C1 (pyridine). Solvent: ClCCl (dichloromethane), CO (MeOH), ClCCl (dichloromethane). The product is N1(CCCC1)CCOC1=CC=C(CNC=2C(=CC=CC2)NC(C2=CC=C(C=C2)OCCN2CCCC2)=O)C=C1 (N1-[4-[2-(1-Pyrrolidinyl)ethoxy]benzyl]-N2-[4-[2-(1-pyrrolidinyl)ethoxy]benzoyl]-1,2-benzenediamine). Reaction SMILES: [N:1]1([CH2:6][CH2:7][O:8][C:9]2[CH:23]=[CH:22][C:12]([CH2:13][NH:14][C:15]3[C:16]([NH2:21])=[CH:17][CH:18]=[CH:19][CH:20]=3)=[CH:11][CH:10]=2)[CH2:5][CH2:4][CH2:3][CH2:2]1.N1C=CC=CC=1.[N:30]1([CH2:35][CH2:36][O:37][C:38]2[CH:46]=[CH:45][C:41]([C:42](Cl)=[O:43])=[CH:40][CH:39]=2)[CH2:34][CH2:33][CH2:32][CH2:31]1.C(Cl)(Cl)Cl>ClCCl.CO>[N:1]1([CH2:6][CH2:7][O:8][C:9]2[CH:23]=[CH:22][C:12]([CH2:13][NH:14][C:15]3[C:16]([NH:21][C:42](=[O:43])[C:41]4[CH:40]=[CH:39][C:38]([O:37][CH2:36][CH2:35][N:30]5[CH2:34][CH2:33][CH2:32][CH2:31]5)=[CH:46][CH:45]=4)=[CH:17][CH:18]=[CH:19][CH:20]=3)=[CH:11][CH:10]=2)[CH2:5][CH2:4][CH2:3][CH2:2]1. Reported procedure: To a solution of N1-[4-[2-(1-pyrrolidinyl)ethoxy]-benzyl]-1,2-benzenediamine (220 mg, 0.706 mmol) in dry dichloromethane (2 mL) was added pyridine (0.114 mL, 1.41 mmol, 2.0 eq.). To the resulting solution was added a suspension of 4-[2-(1-pyrrolidinyl)ethoxy]benzoyl chloride (179 mg, 0.706 mmol, 1.0 eq.) in dry dichloromethane (3 mL), portionwise, at 0° C., following the reaction by tlc (9:1 CHCl3:MeOH, 1% TEA). Once the aniline had been consumed, the reaction was allowed to warm to ambient temp... Reactants: CN1CCC2CCC(C1)N2Cc1ccccc1, CCO, O=C[O-], [NH4+]. Product: CN1CCC2CCC(C1)N2. As a reaction SMILES: [CH2:5]([c:6]1[cH:7][cH:8][cH:9][cH:10][cH:11]1)[N:12]1[CH:13]2[CH2:14][N:15]([CH3:21])[CH2:16][CH2:17][CH:18]1[CH2:19][CH2:20]2.[CH3:22][CH2:23][OH:24].[CH:1]([O-:2])=[O:3].[NH4+:4]>>[NH:12]1[CH:13]2[CH2:14][N:15]([CH3:21])[CH2:16][CH2:17][CH:18]1[CH2:19][CH2:20]2. Reactants: Cl.ClC1=C(C=C(C=C1Cl)NC=1C2=C(N=CN1)SC1=C2CCNC1)O (2,3-Dichloro-5-(5,6,7,8-tetrahydropyrido[4′,3′:4,5]thieno[2,3-d]pyrimidin-4-ylamino)phenol hydrochloride), Cl.CN(C/C=C/C(=O)O)C(C)C ((2E)-4-[methyl(1-methylethyl)amino]but-2-enoic acid hydrochloride), CCN(C(C)C)C(C)C (DIPEA), CN(C)C(=[N+](C)C)ON1C2=C(C=CC=C2)N=N1.[B-](F)(F)(F)F (TBTU). Solvent: CN(C)C=O (DMF). Reaction conditions: time 8 hour. Product: ClC1=C(C=C(C=C1Cl)NC=1C2=C(N=CN1)SC1=C2CCN(C1)C(\C=C\CN(C(C)C)C)=O)O (2,3-Dichloro-5-[(7-{(2E)-4-[methyl(1-methylethyl)amino]but-2-enoyl}-5,6,7,8-tetrahydropyrido[4′,3′:4,5]thieno[2,3-d]pyrimidin-4-yl)amino]phenol). The yield is 50.1%. RXN SMILES: Cl.[Cl:2][C:3]1[C:8]([Cl:9])=[CH:7][C:6]([NH:10][C:11]2[C:12]3[C:19]4[CH2:20][CH2:21][NH:22][CH2:23][C:18]=4[S:17][C:13]=3[N:14]=[CH:15][N:16]=2)=[CH:5][C:4]=1[OH:24].Cl.[CH3:26][N:27]([CH:34]([CH3:36])[CH3:35])[CH2:28]/[CH:29]=[CH:30]/[C:31](O)=[O:32].CCN(C(C)C)C(C)C.CN(C(ON1N=NC2C=CC=CC1=2)=[N+](C)C)C.[B-](F)(F)(F)F>CN(C=O)C>[Cl:2][C:3]1[C:8]([Cl:9])=[CH:7][C:6]([NH:10][C:11]2[C:12]3[C:19]4[CH2:20][CH2:21][N:22]([C:31](=[O:32])/[CH:30]=[CH:29]/[CH2:28][N:27]([CH3:26])[CH:34]([CH3:36])[CH3:35])[CH2:23][C:18]=4[S:17][C:13]=3[N:14]=[CH:15][N:16]=2)=[CH:5][C:4]=1[OH:24] |f:0.1,2.3,5.6|. Reported procedure: 2,3-Dichloro-5-(5,6,7,8-tetrahydropyrido[4′,3′:4,5]thieno[2,3-d]pyrimidin-4-ylamino)phenol hydrochloride from Example 69A (51 mg, 0.13 mmol) and (2E)-4-[methyl(1-methylethyl)amino]but-2-enoic acid hydrochloride from Example 2A (34 mg, 0.18 mmol) were dissolved in DMF (1.5 mL), and DIPEA (82 mg, 0.63 mmol) and TBTU (61 mg, 0.19 mmol) were added. The mixture was stirred at rt overnight. The product was then directly isolated by preparative HPLC to yield 33 mg (52%) of the title compound. Starting materials: P(=O)(Cl)(Cl)Cl (phosphorous oxychloride), C(C)OC(CC(=O)N1CCN(CC1)C(=O)OCC1=CC=CC=C1)OCC (benzyl 4-(3,3-diethoxypropanoyl)piperazine-1-carboxylate), FC(C(=O)O)(F)F (trifluoroacetic acid), N(N)C1=NC=CC=C1 (2-hydrazinopyridine), CS(=O)(=O)O (methanesulfonic acid). Solvent: N1=CC=CC=C1 (Pyridine), C(Cl)(Cl)Cl (chloroform), O (water), C(Cl)(Cl)Cl (chloroform). Run at temperature 25 celsius, time 20 hour. Yields the product N1=C(C=CC=C1)N1N=CC=C1N1CCN(CC1)C(=O)OCC1=CC=CC=C1 (benzyl 4-(1-(pyridin-2-yl)-1H-pyrazol-5-yl)piperazine-1-carboxylate). Yield: 11.2%. As a reaction SMILES: C(O[CH:4](OCC)[CH2:5][C:6]([N:8]1[CH2:13][CH2:12][N:11]([C:14]([O:16][CH2:17][C:18]2[CH:23]=[CH:22][CH:21]=[CH:20][CH:19]=2)=[O:15])[CH2:10][CH2:9]1)=O)C.FC(F)(F)C(O)=O.[NH:34]([C:36]1[CH:41]=[CH:40][CH:39]=[CH:38][N:37]=1)[NH2:35].CS(O)(=O)=O.P(Cl)(Cl)(Cl)=O>C(Cl)(Cl)Cl.N1C=CC=CC=1.O>[N:37]1[CH:38]=[CH:39][CH:40]=[CH:41][C:36]=1[N:34]1[C:6]([N:8]2[CH2:9][CH2:10][N:11]([C:14]([O:16][CH2:17][C:18]3[CH:19]=[CH:20][CH:21]=[CH:22][CH:23]=3)=[O:15])[CH2:12][CH2:13]2)=[CH:5][CH:4]=[N:35]1. Procedure details: Part B: To a solution of benzyl 4-(3,3-diethoxypropanoyl)piperazine-1-carboxylate (3.39 g, 9.30 mmol) in 30 mL of chloroform at 0° C. was added a solution of 10.0 mL of water and 10.0 mL of trifluoroacetic acid, and the resulting biphasic mixture was stirred at 25° C. for 20 h. The mixture then was diluted with additional chloroform, washed with water and brine, dried over anhydrous sodium sulfate, filtered, and concentrated. The residue then was dissolved in 50 mL of ethanol. To this solution w... Reactants: Intermediate 32, BrC=1C(=NN(C1)CC)C1=CC=C(C=C1)NC(N(C)C)=O (N′-[4-(4-bromo-1-ethyl-1H-pyrazol-3-yl)phenyl]-N,N-dimethylurea), BrC1=C2C(=NC=C1)N(C(=C2)C2=CC=C1CCN(CC1=C2)C)S(=O)(=O)C2=CC=CC=C2 (7-[4-bromo-1-(phenylsulfonyl)-1H-pyrrolo[2,3-b]pyridin-2-yl]-2-methyl-1,2,3,4-tetrahydroisoquinoline), Intermediate 100. Reaction conditions: time 4.5 hour. Yields the product C(C)N1N=C(C(=C1)C1=C2C(=NC=C1)N(C(=C2)C2=CC=C1CCN(CC1=C2)C)S(=O)(=O)C2=CC=CC=C2)C2=CC=C(C=C2)NC(N(C)C)=O (N′-(4-{1-ethyl-4-[2-(2-methyl-1,2,3,4-tetrahydro-7-isoquinolinyl)-1-(phenylsulfonyl)-1H-pyrrolo[2,3-b]pyridin-4-yl]-1H-pyrazol-3-yl}phenyl)-N,N-dimethylurea). RXN SMILES: Br[C:2]1[CH:7]=[CH:6][N:5]=[C:4]2[N:8]([S:22]([C:25]3[CH:30]=[CH:29][CH:28]=[CH:27][CH:26]=3)(=[O:24])=[O:23])[C:9]([C:11]3[CH:20]=[C:19]4[C:14]([CH2:15][CH2:16][N:17]([CH3:21])[CH2:18]4)=[CH:13][CH:12]=3)=[CH:10][C:3]=12.Br[C:32]1[C:33]([C:39]2[CH:44]=[CH:43][C:42]([NH:45][C:46](=[O:50])[N:47]([CH3:49])[CH3:48])=[CH:41][CH:40]=2)=[N:34][N:35]([CH2:37][CH3:38])[CH:36]=1>>[CH2:37]([N:35]1[CH:36]=[C:32]([C:2]2[CH:7]=[CH:6][N:5]=[C:4]3[N:8]([S:22]([C:25]4[CH:30]=[CH:29][CH:28]=[CH:27][CH:26]=4)(=[O:23])=[O:24])[C:9]([C:11]4[CH:20]=[C:19]5[C:14]([CH2:15][CH2:16][N:17]([CH3:21])[CH2:18]5)=[CH:13][CH:12]=4)=[CH:10][C:3]=23)[C:33]([C:39]2[CH:44]=[CH:43][C:42]([NH:45][C:46](=[O:50])[N:47]([CH3:49])[CH3:48])=[CH:41][CH:40]=2)=[N:34]1)[CH3:38]. Procedure: Following the procedure described for Intermediate 32 with 7-[4-bromo-1-(phenylsulfonyl)-1H-pyrrolo[2,3-b]pyridin-2-yl]-2-methyl-1,2,3,4-tetrahydroisoquinoline. Using this product crude and following the procedure described for Intermediate 100 using N′-[4-(4-bromo-1-ethyl-1H-pyrazol-3-yl)phenyl]-N,N-dimethylurea and stirring for 4.5 hours provided the title compound. ESMS [M+H]+: 660.6.